Dataset: the Open Reaction Database (ORD), a public repository of structured organic reaction records. Task: describe an organic reaction: reactants, conditions, products, and yield Reactants: FC=1C=C(C(=O)O)C=CC1C (3-fluoro-4-methylbenzoic acid), C(C1=CC=CC=C1)OC1=C(C=C(C=C1)O)CCCC1=CC=C(C(=O)OC)C=C1 (methyl 4-(3-(2-benzyloxy-5-hydroxyphenyl)propyl]-benzoate). The product is FC=1C=C(C(=O)OC)C=CC1C (Methyl 3-fluoro-4-methylbenzoate). RXN SMILES: [F:1][C:2]1[CH:3]=[C:4]([CH:8]=[CH:9][C:10]=1[CH3:11])[C:5]([OH:7])=[O:6].[CH2:12](OC1C=CC(O)=CC=1CCCC1C=CC(C(OC)=O)=CC=1)C1C=CC=CC=1>>[F:1][C:2]1[CH:3]=[C:4]([CH:8]=[CH:9][C:10]=1[CH3:11])[C:5]([O:7][CH3:12])=[O:6]. Procedure details: Methyl 3-fluoro-4-methylbenzoate was prepared from 3-fluoro-4-methylbenzoic acid by the process described in Example 6 for the synthesis of methyl 4-(3-(2-benzyloxy-5-hydroxyphenyl)propyl]-benzoate. The reactants are C1CCCNCC1, ClCCCOc1ccc(-c2cnc(CSCCOc3ccccc3)o2)cc1, [I-], [Na+], [Na+], O=C([O-])O, CN(C)C=O. Yields the product c1ccc(OCCSCc2ncc(-c3ccc(OCCCN4CCCCCC4)cc3)o2)cc1. Reaction SMILES: [CH2:28]1[CH2:29][CH2:30][CH2:31][NH:32][CH2:33][CH2:34]1.[Cl:1][CH2:2][CH2:3][CH2:4][O:5][c:6]1[cH:7][cH:8][c:9](-[c:12]2[cH:13][n:14][c:15]([CH2:17][S:18][CH2:19][CH2:20][O:21][c:22]3[cH:23][cH:24][cH:25][cH:26][cH:27]3)[o:16]2)[cH:10][cH:11]1.[I-:35].[Na+:36].[Na+:41].[O-:37][C:38]([OH:39])=[O:40].[O:42]=[CH:43][N:44]([CH3:45])[CH3:46]>>[CH2:2]([CH2:3][CH2:4][O:5][c:6]1[cH:7][cH:8][c:9](-[c:12]2[cH:13][n:14][c:15]([CH2:17][S:18][CH2:19][CH2:20][O:21][c:22]3[cH:23][cH:24][cH:25][cH:26][cH:27]3)[o:16]2)[cH:10][cH:11]1)[N:32]1[CH2:31][CH2:30][CH2:29][CH2:28][CH2:34][CH2:33]1.